This data is from the Open Reaction Database (ORD), a public repository of structured organic reaction records. The task is: describe an organic reaction: reactants, conditions, products, and yield Starting materials: [N+](=O)([O-])C1=C(C(C(=O)O)=CC=C1)O (3-Nitrosalicylic acid), CO (methanol), S(O)(O)(=O)=O (sulfuric acid). Product: [N+](=O)([O-])C1=C(C(C(=O)OC)=CC=C1)O (methyl 3-nitrosalicylate). As a reaction SMILES: [N+:1]([C:4]1[CH:12]=[CH:11][CH:10]=[C:6]([C:7]([OH:9])=[O:8])[C:5]=1[OH:13])([O-:3])=[O:2].S(=O)(=O)(O)O.[CH3:19]O>>[N+:1]([C:4]1[CH:12]=[CH:11][CH:10]=[C:6]([C:7]([O:9][CH3:19])=[O:8])[C:5]=1[OH:13])([O-:3])=[O:2]. Reported procedure: 3-Nitrosalicylic acid (500 g) was dissolved in methanol (2.25 L), concentrated sulfuric acid (0.25 L) was added, and the mixture was refluxed for 22 hours. The reaction solution was cooled on ice, and the precipitated solid was collected by filtration and dried to obtain the title compound (517.3 g).